This data is from the Open Reaction Database (ORD), a public repository of structured organic reaction records. The task is: describe an organic reaction: reactants, conditions, products, and yield Starting materials: O1C(OCC1)CC[C@@H]1CC[C@H](CC1)[C@@H]1CC[C@H](CC1)CO ([trans-4-[trans-4-(2-(1,3-dioxolan-2-yl)ethyl)cyclohexyl]cyclohexyl]methanol), C1(=CC=C(C=C1)S(=O)(=O)Cl)C (p-toluenesulfonyl chloride). Run in C(Cl)Cl (methylene chloride), N1=CC=CC=C1 (pyridine). Reaction conditions: time 15 hour. Product: C1(=CC=C(C=C1)S(=O)(=O)OC)C (methyl p-toluenesulfonate). Reaction SMILES: [O:1]1CCO[CH:2]1CC[C@H]1CC[C@H]([C@H]2CC[C@H](CO)CC2)CC1.[C:22]1([CH3:32])[CH:27]=[CH:26][C:25]([S:28](Cl)(=[O:30])=[O:29])=[CH:24][CH:23]=1>N1C=CC=CC=1.C(Cl)Cl>[C:22]1([CH3:32])[CH:27]=[CH:26][C:25]([S:28]([O:1][CH3:2])(=[O:30])=[O:29])=[CH:24][CH:23]=1. Procedure details: A solution of 2.96 g of crude [trans-4-[trans-4-(2-(1,3-dioxolan-2-yl)ethyl)cyclohexyl]cyclohexyl]methanol in 20 ml of dry pyridine is treated at 0° C. with 2.1 g of p-toluenesulfonyl chloride. The mixture is stirred at room temperature for 15 hours, then diluted with 200 ml methylene chloride and washed several times with water. The organic phase is fried over magnesium sulfate, filtered and evaporated. Chromatographic purification of the resulting crude product on silica gel with ethyl acetate... The reactants are C(C1=CC=CC=C1)NC1=C(C=C(C=C1)OCC#C)C(=O)C1=CC=C(C=C1)C(C)C ((2-benzylamino-5-propargyloxy-phenyl)-(4-isopropyl-phenyl)-methanone), [S-]C#N.[K+] (potassium thiocyanate). Solvent: C(C)(=O)O (acetic acid). Run at temperature 60 celsius, time 2 day. The product is C(C1=CC=CC=C1)N1C(N=C(C2=CC(=CC=C12)OCC#C)C1=CC=C(C=C1)C(C)C)=S (1-Benzyl-4-(4-isopropyl-phenyl)-6-prop-2-ynyloxy-1H-quinazoline-2-thione). Isolated yield 16.1%. As a reaction SMILES: [CH2:1]([NH:8][C:9]1[CH:14]=[CH:13][C:12]([O:15][CH2:16][C:17]#[CH:18])=[CH:11][C:10]=1[C:19]([C:21]1[CH:26]=[CH:25][C:24]([CH:27]([CH3:29])[CH3:28])=[CH:23][CH:22]=1)=O)[C:2]1[CH:7]=[CH:6][CH:5]=[CH:4][CH:3]=1.[S-:30][C:31]#[N:32].[K+]>C(O)(=O)C>[CH2:1]([N:8]1[C:9]2[C:10](=[CH:11][C:12]([O:15][CH2:16][C:17]#[CH:18])=[CH:13][CH:14]=2)[C:19]([C:21]2[CH:26]=[CH:25][C:24]([CH:27]([CH3:29])[CH3:28])=[CH:23][CH:22]=2)=[N:32][C:31]1=[S:30])[C:2]1[CH:7]=[CH:6][CH:5]=[CH:4][CH:3]=1 |f:1.2|. Procedure details: To a solution of 140 mg (0.365 mmol) (2-benzylamino-5-propargyloxy-phenyl)-(4-isopropyl-phenyl)-methanone in 5 ml acetic acid is added 68 mg (0.695 mmol) potassium thiocyanate. The reaction is stirred for two days at 60° C. The solvent is removed and the residue is extracted with water/dichloromethane. After evaporation of the organic phase the crude product is purified by flash-chromatography (MeOH/CH2Cl2, 1:9) to give 25 mg (16%) of a yellow oil. Reactants: C(C=1C(O)=CC=CC1)(=O)OC (Methyl salicylate), ClC1=C(C=CC=C1)[N+](=O)[O-] (1-chloro-2-nitrobenzene), C([O-])([O-])=O.[K+].[K+] (potassium carbonate). Solvent: CN(C=O)C (dimethylformamide). The product is [N+](=O)([O-])C1=C(OC2=C(C(=O)OC)C=CC=C2)C=CC=C1 (Methyl 2-(2-nitrophenoxy)benzoate). RXN SMILES: [C:1]([O:10][CH3:11])(=[O:9])[C:2]1[C:3](=[CH:5][CH:6]=[CH:7][CH:8]=1)[OH:4].Cl[C:13]1[CH:18]=[CH:17][CH:16]=[CH:15][C:14]=1[N+:19]([O-:21])=[O:20].C(=O)([O-])[O-].[K+].[K+]>CN(C)C=O>[N+:19]([C:14]1[CH:15]=[CH:16][CH:17]=[CH:18][C:13]=1[O:4][C:3]1[CH:5]=[CH:6][CH:7]=[CH:8][C:2]=1[C:1]([O:10][CH3:11])=[O:9])([O-:21])=[O:20] |f:2.3.4|. Procedure: Methyl salicylate (1.7 mL, 0.0131 mol), 1-chloro-2-nitrobenzene (2.30 mL, 0.01965 mol) and potassium carbonate (3.62 g, 0.0262 mol) were mixed in dimethylformamide (35 mL), under argon, at 150° C. for 16 h. The solvent was evaporated and the crude material was flash chromatographed (silica gel, ethyl acetate/hexane). Concentration in vacuo yielded the title compound. 1H NMR (250 MHz, CDCl3) δ8.0 (m, 4H), 7.58 (m, 1H), 7.35 (m, 1H), 7.23 (m, 1H), 7.13 (dd, 1H), 6.85 (dd, 2H). Reactants: NC1=C(C=C(C(=O)N)C=C1)Br (4-amino-3-bromo-benzamide), CC1(CC=C(CC1)B1OC(C(O1)(C)C)(C)C)C (2-(4,4-dimethyl-cyclohex-1-enyl)-4,4,5,5-tetramethyl-[1,3,2]dioxaborolane). The solvent is CO.C(Cl)Cl (MeOH DCM). The product is NC1=C(C=C(C(=O)N)C=C1)C1=CCC(CC1)(C)C (4-Amino-3-(4,4-dimethyl-cyclohex-1-enyl)-benzamide). The yield is 77.9%. RXN SMILES: [NH2:1][C:2]1[CH:10]=[CH:9][C:5]([C:6]([NH2:8])=[O:7])=[CH:4][C:3]=1Br.[CH3:12][C:13]1([CH3:28])[CH2:18][CH2:17][C:16](B2OC(C)(C)C(C)(C)O2)=[CH:15][CH2:14]1>CO.C(Cl)Cl>[NH2:1][C:2]1[CH:10]=[CH:9][C:5]([C:6]([NH2:8])=[O:7])=[CH:4][C:3]=1[C:16]1[CH2:17][CH2:18][C:13]([CH3:28])([CH3:12])[CH2:14][CH:15]=1 |f:2.3|. Procedure details: The title compound was prepared by the Suzuki coupling procedure of Example 11, step (e) using 4-amino-3-bromo-benzamide (as prepared in Example 16, step (a), 62.4 mg, 0.289 mmol), and 2-(4,4-dimethyl-cyclohex-1-enyl)-4,4,5,5-tetramethyl-[1,3,2]dioxaborolane (75.0 mg, 0.318 mmol). Silica gel chromatography (0-2% MeOH/DCM) afforded the title compound (55 mg, 78%) as a faint yellow solid. Mass spectrum (ESI, m/z): Calcd. for C15H20N2O, 245.2 (M+H), found 245.2. The reactants are N12CCCC2(CCC1)CCNC=1C=[N+](C2=CC=CC=C2C1[N+](=O)[O-])[O-] (3-[2-(1-Azabicyclo[3.3.0]octan-5-yl)ethyl]amino- 4-nitroquinoline 1-oxide), P(Cl)(Cl)Cl (phosphorus trichloride). Product: N12CCCC2(CCC1)CCNC=1C=NC2=CC=CC=C2C1[N+](=O)[O-] (3-[2-(1-Azabicyclo[3.3.0]octan-5-yl)ethyl]amino-4-nitroquinoline). Yield: 66.3%. Reaction SMILES: [N:1]12[CH2:8][CH2:7][CH2:6][C:5]1([CH2:9][CH2:10][NH:11][C:12]1[CH:13]=[N+:14]([O-])[C:15]3[C:20]([C:21]=1[N+:22]([O-:24])=[O:23])=[CH:19][CH:18]=[CH:17][CH:16]=3)[CH2:4][CH2:3][CH2:2]2.P(Cl)(Cl)Cl>>[N:1]12[CH2:8][CH2:7][CH2:6][C:5]1([CH2:9][CH2:10][NH:11][C:12]1[CH:13]=[N:14][C:15]3[C:20]([C:21]=1[N+:22]([O-:24])=[O:23])=[CH:19][CH:18]=[CH:17][CH:16]=3)[CH2:4][CH2:3][CH2:2]2. Reported procedure: 3-[2-(1-Azabicyclo[3.3.0]octan-5-yl)ethyl]amino- 4-nitroquinoline 1-oxide and phosphorus trichloride were reacted in the same manner as in Example 6 to obtain the titled compound in a yield of 66.3%. The reactants are ClC1=CC=C(CC=2N=C(SC2\C=N\S(=O)(=O)N(C)C)C2=CC=NC=C2)C=C1 (N′-{(1E)-[4-(4-chlorobenzyl)-2-pyridin-4-yl-1,3-thiazol-5-yl]methylene}-N,N-dimethylsulfamide), C1(=CC=C(C=C1)S(=O)(=O)C[N+]#[C-])C (p-tolylsulfonylmethyl isocyanide), C([O-])([O-])=O.[K+].[K+] (potassium carbonate). Run in COCCOC (DME), C(Cl)Cl (DCM), O (water). Yields the product ClC1=CC=C(CC=2N=C(SC2C2=CN=CN2S(=O)(=O)N(C)C)C2=CC=NC=C2)C=C1 (5-(4-(4-chlorobenzyl)-2-(pyridin-4-yl)thiazol-5-yl)-N,N-dimethyl-1H-imidazole-1-sulfonamide). Yield: 30.9%. Reaction SMILES: [Cl:1][C:2]1[CH:27]=[CH:26][C:5]([CH2:6][C:7]2[N:8]=[C:9]([C:20]3[CH:25]=[CH:24][N:23]=[CH:22][CH:21]=3)[S:10][C:11]=2/[CH:12]=[N:13]/[S:14]([N:17]([CH3:19])[CH3:18])(=[O:16])=[O:15])=[CH:4][CH:3]=1.C1(C)C=CC(S([CH2:37][N+:38]#[C-:39])(=O)=O)=CC=1.C(=O)([O-])[O-].[K+].[K+]>COCCOC.C(Cl)Cl.O>[Cl:1][C:2]1[CH:3]=[CH:4][C:5]([CH2:6][C:7]2[N:8]=[C:9]([C:20]3[CH:21]=[CH:22][N:23]=[CH:24][CH:25]=3)[S:10][C:11]=2[C:12]2[N:13]([S:14]([N:17]([CH3:18])[CH3:19])(=[O:16])=[O:15])[CH:39]=[N:38][CH:37]=2)=[CH:26][CH:27]=1 |f:2.3.4|. Procedure: A solution of N′-{(1E)-[4-(4-chlorobenzyl)-2-pyridin-4-yl-1,3-thiazol-5-yl]methylene}-N,N-dimethylsulfamide (148 mg, 0.352 mmol), p-tolylsulfonylmethyl isocyanide (75.5 mg, 0.387 mmol) and potassium carbonate (146 mg, 1.05 mmol) in DME (2.50 mL) was heated at 78° C. for 2 hours. The reaction was diluted with DCM (10 mL) and water (5 mL). The layers were separated and the aqueous layer was extracted with DCM (5 mL). The combined organic layers were dried over MgSO4, filtered, and concentrated in ...